This data is from the Open Reaction Database (ORD), a public repository of structured organic reaction records. The task is: describe an organic reaction: reactants, conditions, products, and yield Starting materials: FC1=CC=C(C(=C1F)NC1=C(C=C(C=C1)I)F)N (5,6-difluoro-N1-(2-fluoro-4-iodophenyl)benzene-1,2-diamine), CS(=O)(=O)Cl (methanesulfonyl chloride). Yields the product FC=1C(=C(C=CC1F)NS(=O)(=O)C)NC1=C(C=C(C=C1)I)F (N-(3,4-difluoro-2-(2-fluoro-4-iodophenylamino)phenyl)methanesulfonamide). As a reaction SMILES: [F:1][C:2]1[C:7]([F:8])=[C:6]([NH:9][C:10]2[CH:15]=[CH:14][C:13]([I:16])=[CH:12][C:11]=2[F:17])[C:5]([NH2:18])=[CH:4][CH:3]=1.[CH3:19][S:20](Cl)(=[O:22])=[O:21]>>[F:8][C:7]1[C:6]([NH:9][C:10]2[CH:15]=[CH:14][C:13]([I:16])=[CH:12][C:11]=2[F:17])=[C:5]([NH:18][S:20]([CH3:19])(=[O:22])=[O:21])[CH:4]=[CH:3][C:2]=1[F:1]. Reported procedure: According to the general procedure A, 5,6-difluoro-N1-(2-fluoro-4-iodophenyl)benzene-1,2-diamine was reacted with methanesulfonyl chloride to obtain the desired product. 1H NMR: (500 MHz, CDCl3): δ=7.38-7.37 (d, 1H), 7.35-7.34 (m, 1H), 7.27-7.26 (m, 1H), 7.20-7.0 (q, 1H), 6.68 (s, 1H, br), 6.15-6.12 (q, 1H), 5.65 (s, 1H, br), 2.95 (s, 3H); m/z=441 [M−1]−.